This data is from the Open Reaction Database (ORD), a public repository of structured organic reaction records. The task is: describe an organic reaction: reactants, conditions, products, and yield Reactants: C(C1=CC=CC=C1)Br (benzyl bromide), [H-].[Na+] (Sodium hydride), CCCCCC (hexane), OC1=CC=C(C=C1)CC(=O)O (4-hydroxyphenylacetic acid). Solvent: CN(C)C=O (DMF). Conditions: temperature 4 celsius, time 30 minute. Yields the product OC1=CC=C(C=C1)CC(=O)OCC1=CC=CC=C1 (benzyl 4-hydroxyphenylacetate). RXN SMILES: [H-].[Na+].CCCCCC.[OH:9][C:10]1[CH:15]=[CH:14][C:13]([CH2:16][C:17]([OH:19])=[O:18])=[CH:12][CH:11]=1.[CH2:20](Br)[C:21]1[CH:26]=[CH:25][CH:24]=[CH:23][CH:22]=1>CN(C=O)C>[OH:9][C:10]1[CH:11]=[CH:12][C:13]([CH2:16][C:17]([O:19][CH2:20][C:21]2[CH:26]=[CH:25][CH:24]=[CH:23][CH:22]=2)=[O:18])=[CH:14][CH:15]=1 |f:0.1|. Procedure: Sodium hydride (50% w/w dispersion in mineral oil, 3.7 g) was treated under argon with repeated washes of hexane. The oil-free residue was suspended in dry DMF (100 ml) and 4-hydroxyphenylacetic acid (13.0 g) was added portionwise to the stirred cooled (4° C.) mixture. After 30 minutes, benzyl bromide (9.2 ml) was added dropwise and, after a further 1 hour at 4° C., stirring was continued overnight at ambient temperature. The solvent was evaporated in vacuo and the residue partitioned between et... Starting materials: BrC=1C=CC(=NC1)CCC(C(=O)O)(S(=O)(=O)C)C (4-(5-bromopyridin-2-yl)-2-methyl-2-(methylsulfonyl)butanoic acid), C[Si](ON)(C)C (O-(trimethylsilyl)hydroxylamine), BrC1=CC=C(C=C1)CCC(C(=O)NO)(S(=O)(=O)C)C ((+/−)-4-(4-Bromophenyl)-N-hydroxy-2-methyl-2-(methylsulfonyl)butanamide), 4-(6-Bromophenyl-3-yl)-N-hydroxy-2-methyl-2-(methylsulfonyl)butanamide. Yields the product BrC=1C=CC(=NC1)CCC(C(=O)NO)(S(=O)(=O)C)C (4-(5-Bromopyridin-2yl)-N-hydroxy-2-methyl-2-(methylsulfonyl)butanamide). The yield is 24.9%. Reaction SMILES: [Br:1][C:2]1[CH:3]=[CH:4][C:5]([CH2:8][CH2:9][C:10]([CH3:18])([S:14]([CH3:17])(=[O:16])=[O:15])[C:11](O)=[O:12])=[N:6][CH:7]=1.C[Si](C)(C)[O:21][NH2:22].BrC1C=CC(CCC(C)(S(C)(=O)=O)C(NO)=O)=CC=1>>[Br:1][C:2]1[CH:3]=[CH:4][C:5]([CH2:8][CH2:9][C:10]([CH3:18])([S:14]([CH3:17])(=[O:16])=[O:15])[C:11]([NH:22][OH:21])=[O:12])=[N:6][CH:7]=1. Reported procedure: The title compound (454 mg, 25%) was prepared from 4-(5-bromopyridin-2-yl)-2-methyl-2-(methylsulfonyl)butanoic acid (1740 mg, 5.2 mmol) and O-(trimethylsilyl)hydroxylamine (1810 mg, 15.5 mmol) by a procedure analogous to that described for the preparation of compound (IV) 4-(6-Bromophenyl-3-yl)-N-hydroxy-2-methyl-2-(methylsulfonyl)butanamide from Preparation 2, Step 5. MS (LCMS) m/z 351.0 (M+1). 1H NMR (400 MHz, CHLOROFORM-d) δ ppm 1.70 (s, 3H) 2.17-2.38 (m, 1H) 2.52-2.68 (m, 1H) 2.70-2.85 (m, 1... Reaction conditions: temperature 0 celsius, time 1 hour. Product: OCCOCC([N+](=O)[O-])([N+](=O)[O-])[N+](=O)[O-] (2,2,2-Trinitroethyl 2-hydroxyethyl ether). Starting materials: C([N+](=O)[O-])([N+](=O)[O-])[N+](=O)[O-] (nitroform), C[Si](OCCOCI)(C)C (Iodomethyl 2-(trimethylsilyloxy)ethyl ether), C([N+](=O)[O-])([N+](=O)[O-])[N+](=O)[O-].C(Cl)Cl (nitroform methylene chloride), CN(C=O)C (dimethylformamide), C([N+](=O)[O-])([N+](=O)[O-])[N+](=O)[O-] (nitroform). RXN SMILES: C[Si](C)(C)[O:3][CH2:4][CH2:5][O:6][CH2:7]I.[CH:11]([N+:18]([O-:20])=[O:19])([N+:15]([O-:17])=[O:16])[N+:12]([O-:14])=[O:13].C([N+]([O-])=O)([N+]([O-])=O)[N+]([O-])=O.C(Cl)Cl.CN(C)C=O>C(Cl)Cl>[OH:3][CH2:4][CH2:5][O:6][CH2:7][C:11]([N+:18]([O-:20])=[O:19])([N+:15]([O-:17])=[O:16])[N+:12]([O-:14])=[O:13] |f:2.3|. Solvent: C(Cl)Cl (methylene chloride). Reported procedure: The iodomethyl 2-(trimethylsilyloxy)ethyl ether solution prepared in example 2 was kept in a dry ice-acetone bath and a dry solution of nitroform (76 g; 0.5 moles) in 375 ml of methylene chloride was added over 20 minutes through an addition funnel. [See Example 5 for the preparation of the nitroform solution]. After the addition of the nitroform-methylene chloride solution was complete, dry dimethylformamide (100 ml) was added and after five minutes the reaction solution was removed from the dr... Reactants: C(C1=CC=CC=C1)N(C1CCC(CC1)=O)C (4-(Benzyl(methyl)amino)cyclohexanone), Cl.Cl.C1NCCC2=CN=CC=C12 (1,2,3,4-tetrahydro-2,6-naphthyridine dihydrochloride), [BH3-]C#N.[Na+] (NaCNBH3). Solvent: CO (MeOH). Reaction conditions: time 5 hour. Yields the product C(C1=CC=CC=C1)N(C1CCC(CC1)N1CC2=CC=NC=C2CC1)C (N-Benzyl-4-(3,4-dihydro-2,6-naphthyridin-2(1H)-yl)-N-methylcyclohexanamine). The yield is 38.0%. RXN SMILES: [CH2:1]([N:8]([CH3:16])[CH:9]1[CH2:14][CH2:13][C:12](=O)[CH2:11][CH2:10]1)[C:2]1[CH:7]=[CH:6][CH:5]=[CH:4][CH:3]=1.Cl.Cl.[CH2:19]1[C:28]2[C:23](=[CH:24][N:25]=[CH:26][CH:27]=2)[CH2:22][CH2:21][NH:20]1.[BH3-]C#N.[Na+]>CO>[CH2:1]([N:8]([CH3:16])[CH:9]1[CH2:14][CH2:13][CH:12]([N:25]2[CH2:26][CH2:27][C:28]3[C:23](=[CH:22][CH:21]=[N:20][CH:19]=3)[CH2:24]2)[CH2:11][CH2:10]1)[C:2]1[CH:7]=[CH:6][CH:5]=[CH:4][CH:3]=1 |f:1.2.3,4.5|. Procedure details: 4-(Benzyl(methyl)amino)cyclohexanone (680 mg, 3.133 mmol, 1.0 eq.) and 1,2,3,4-tetrahydro-2,6-naphthyridine dihydrochloride (713 mg, 3.44 mmol, 1.1 eq.) were dissolved in MeOH (20 ml) and the mixture was stirred for 5 hours at RT. Then the solution was cooled to 0° C., NaCNBH3 (393 mg, 3.26 mmol, 2.0 eq.) was added and the mixture was stirred for 16 hours at RT. The reaction solution was concentrated to dryness under reduced pressure and purified by column chromatography (Alox, 1.2% MeOH in DCM)... The reactants are ClC1=C(C=CC(=C1)Cl)O (2,4-dichlorophenol), [OH-].[Na+] (sodium hydroxide), C=O (formaldehyde). As a reaction SMILES: [Cl:1][C:2]1[CH:7]=[C:6]([Cl:8])[CH:5]=[CH:4][C:3]=1[OH:9].[OH-:10].[Na+].[CH2:12]=O>S(=O)(=O)(O)O>[Cl:1][C:2]1[C:3]([OH:9])=[C:4]([CH:5]=[C:6]([Cl:8])[CH:7]=1)[CH2:12][OH:10] |f:1.2|. Reported procedure: A mixture of 2,4-dichlorophenol (15.3 g), 10% sodium hydroxide solution (100 ml) and 40% aqueous formaldehyde solution (37.5 ml) was heated at 95°-100° C. for 4 hr, then cooled and acidified by addition of 2-normal sulphuric acid (70 ml). The precipitated oil was extracted into toluene, and the extract washed with sodium bicarbonate solution, dried and evaporated. The residue was recrystallised from boiling water to yield 3,5-dichloro-2-hydroxybenzyl alcohol (4.0 g), m.p. 81°-82° C. on drying at... The product is ClC=1C(=C(CO)C=C(C1)Cl)O (3,5-dichloro-2-hydroxybenzyl alcohol). The solvent is S(O)(O)(=O)=O (sulphuric acid). Reactants: NC=1C=C(C(=O)OC)C=C(C1C)N (methyl 3,5-diamino-4-methylbenzoate), C(C)OC1(OCCC1)OCC (diethoxytetrahydrofuran), C1(=CC=C(C=C1)S(=O)(=O)O)C (p-toluenesulfonic acid), C(C)(=O)[O-].[Na+] (sodium acetate). The solvent is O (water), C(C)(=O)O (acetic acid), C(C)O (ethanol). The product is NC=1C=C(C(=O)OC)C=C(C1C)N1C=CC=C1 (methyl 3-amino-4-methyl-5-(pyrrol-1-yl)benzoate). Reaction SMILES: [NH2:1][C:2]1[CH:3]=[C:4]([CH:9]=[C:10]([NH2:13])[C:11]=1[CH3:12])[C:5]([O:7][CH3:8])=[O:6].[C:14]1(C)[CH:19]=CC(S(O)(=O)=O)=[CH:16][CH:15]=1.C([O-])(=O)C.[Na+].C(OC1(OCC)CCCO1)C>O.C(O)C.C(O)(=O)C>[NH2:1][C:2]1[CH:3]=[C:4]([CH:9]=[C:10]([N:13]2[CH:16]=[CH:15][CH:14]=[CH:19]2)[C:11]=1[CH3:12])[C:5]([O:7][CH3:8])=[O:6] |f:2.3|. Procedure: A mixture of 18 g. of methyl 3,5-diamino-4-methylbenzoate, 0.7 g. of p-toluenesulfonic acid, 8.2 g. of sodium acetate, 32 g. of diethoxytetrahydrofuran, 10 ml of glacial acetic acid, 100 ml. of ethanol and 100 ml. of water was boiled at reflux for 3 hours. The alcohol was removed in vacuo and the residue extracted with ethyl acetate. The ethyl acetate solution was washed with water, dried over sodium sulfate and evaporated. By purification of the residue over aluminum oxide with ethyl acetate an...